Dataset: the Open Reaction Database (ORD), a public repository of structured organic reaction records. Task: describe an organic reaction: reactants, conditions, products, and yield RXN SMILES: [C:1]1([S:7]([N:10]2[C:14]3=[N:15][CH:16]=[C:17]([O:19][CH3:20])[CH:18]=[C:13]3[C:12](I)=[CH:11]2)(=[O:9])=[O:8])[CH:6]=[CH:5][CH:4]=[CH:3][CH:2]=1.C([Mg]Cl)(C)C.[C:27]([O:31][C:32](=[O:54])[N:33]([C:45]1[CH:50]=[CH:49][C:48]([CH:51]=[O:52])=[C:47]([F:53])[N:46]=1)[CH2:34][C:35]1[CH:36]=[N:37][C:38]([C:41]([F:44])([F:43])[F:42])=[CH:39][CH:40]=1)([CH3:30])([CH3:29])[CH3:28].[Cl-].[NH4+]>O1CCCC1>[C:27]([O:31][C:32](=[O:54])[N:33]([C:45]1[CH:50]=[CH:49][C:48]([CH:51]([C:12]2[C:13]3[C:14](=[N:15][CH:16]=[C:17]([O:19][CH3:20])[CH:18]=3)[N:10]([S:7]([C:1]3[CH:6]=[CH:5][CH:4]=[CH:3][CH:2]=3)(=[O:9])=[O:8])[CH:11]=2)[OH:52])=[C:47]([F:53])[N:46]=1)[CH2:34][C:35]1[CH:36]=[N:37][C:38]([C:41]([F:43])([F:42])[F:44])=[CH:39][CH:40]=1)([CH3:30])([CH3:28])[CH3:29] |f:3.4|. Procedure details: To 1-benzenesulfonyl-3-iodo-5-methoxy-1H-pyrrolo[2,3-b]pyridine (575, 0.326 g, 0.000788 mol) in tetrahydrofuran (3.00 mL) at −45° C. under nitrogen, isopropylmagnesium chloride (2.0M in tetrahydrofuran, 0.380 mL) was added slowly. The reaction was allowed to warm to −25° C. in 30 minutes, and then cooled to −45° C. followed by adding (6-fluoro-5-formyl-pyridin-2-yl)-(6-trifluoromethyl-pyridin-3-ylmethyl)-carbamic acid tert-butyl ester (565, 80.0 mg, 0.20 mmol, prepared as described in Example 60... The yield is 58.2%. Yields the product C(C)(C)(C)OC(N(CC=1C=NC(=CC1)C(F)(F)F)C1=NC(=C(C=C1)C(O)C1=CN(C2=NC=C(C=C21)OC)S(=O)(=O)C2=CC=CC=C2)F)=O (5-[(1-benzenesulfonyl-5-methoxy-1H-pyrrolo[2,3-b]pyridin-3-yl)-hydroxy-methyl]-6-fluoro-pyridin-2-yl-(6-trifluoromethyl-pyridin-3-ylmethyl)-carbamic acid tert-butyl ester). Run in O1CCCC1 (tetrahydrofuran), O1CCCC1 (tetrahydrofuran). Run at temperature -25 celsius. Reactants: C1(=CC=CC=C1)S(=O)(=O)N1C=C(C=2C1=NC=C(C2)OC)I (1-benzenesulfonyl-3-iodo-5-methoxy-1H-pyrrolo[2,3-b]pyridine), C(C)(C)[Mg]Cl (isopropylmagnesium chloride), C(C)(C)(C)OC(N(CC=1C=NC(=CC1)C(F)(F)F)C1=NC(=C(C=C1)C=O)F)=O ((6-fluoro-5-formyl-pyridin-2-yl)-(6-trifluoromethyl-pyridin-3-ylmethyl)-carbamic acid tert-butyl ester), [Cl-].[NH4+] (ammonium chloride). Reactants: CN(C)CCCCl, Cl, [H-], [Na+], CN(C)C=O, CN1C(=O)C(c2c[nH]c3ccccc23)=C(c2c[nH]c3ccccc23)C1=O. Yields the product CN(C)CCCn1cc(C2=C(c3c[nH]c4ccccc34)C(=O)N(C)C2=O)c2ccccc21. Reaction SMILES: [Cl:28][CH2:29][CH2:30][CH2:31][N:32]([CH3:33])[CH3:34].[ClH:27].[H-:35].[Na+:36].[O:37]=[CH:38][N:39]([CH3:40])[CH3:41].[nH:1]1[cH:2][c:3]([C:10]2=[C:15]([c:16]3[cH:17][nH:18][c:19]4[cH:20][cH:21][cH:22][cH:23][c:24]34)[C:14](=[O:25])[N:13]([CH3:26])[C:11]2=[O:12])[c:4]2[cH:5][cH:6][cH:7][cH:8][c:9]12>>[n:1]1([CH2:29][CH2:30][CH2:31][N:32]([CH3:33])[CH3:34])[cH:2][c:3]([C:10]2=[C:15]([c:16]3[cH:17][nH:18][c:19]4[cH:20][cH:21][cH:22][cH:23][c:24]34)[C:14](=[O:25])[N:13]([CH3:26])[C:11]2=[O:12])[c:4]2[cH:5][cH:6][cH:7][cH:8][c:9]12. Starting materials: Br, CC(=O)OC(C)=O, O=C(O)C1(c2ccsc2-c2ccccc2)CCNCC1, c1ccncc1. Product: CC(=O)N1CCC(C(=O)O)(c2ccsc2-c2ccccc2)CC1. As a reaction SMILES: [BrH:1].[CH3:22][C:23](=[O:24])[O:25][C:26](=[O:27])[CH3:28].[c:2]1(-[c:8]2[s:9][cH:10][cH:11][c:12]2[C:13]2([C:19](=[O:20])[OH:21])[CH2:14][CH2:15][NH:16][CH2:17][CH2:18]2)[cH:3][cH:4][cH:5][cH:6][cH:7]1.[cH:29]1[cH:30][cH:31][n:32][cH:33][cH:34]1>>[c:2]1(-[c:8]2[s:9][cH:10][cH:11][c:12]2[C:13]2([C:19](=[O:20])[OH:21])[CH2:14][CH2:15][N:16]([C:23]([CH3:22])=[O:24])[CH2:17][CH2:18]2)[cH:3][cH:4][cH:5][cH:6][cH:7]1. The reactants are C(C1=CC=CC=C1)Br (benzylbromide), CC1=C(C(=CC(=C1)Br)C)O (2,6-dimethyl-4-bromophenol), C([O-])([O-])=O.[K+].[K+] (potassium carbonate). Solvent: CC(=O)C (acetone). Reaction conditions: time 8 hour. Product: C(C1=CC=CC=C1)OC1=C(C=C(C=C1C)Br)C (2-benzyloxy-5-bromo-1,3-dimethyl-benzene). Reaction SMILES: [CH2:1](Br)[C:2]1[CH:7]=[CH:6][CH:5]=[CH:4][CH:3]=1.[CH3:9][C:10]1[CH:15]=[C:14]([Br:16])[CH:13]=[C:12]([CH3:17])[C:11]=1[OH:18].C(=O)([O-])[O-].[K+].[K+]>CC(C)=O>[CH2:1]([O:18][C:11]1[C:10]([CH3:9])=[CH:15][C:14]([Br:16])=[CH:13][C:12]=1[CH3:17])[C:2]1[CH:7]=[CH:6][CH:5]=[CH:4][CH:3]=1 |f:2.3.4|. Procedure details: 11.7 mL (96.5 mmol) benzylbromide were added dropwise to 20 g (96.5 mmol) 2,6-dimethyl-4-bromophenol and 16.5 g (118 mmol) potassium carbonate in 300 mL acetone and stirred overnight at RT. The precipitate formed was suction filtered, washed with acetone and the filtrate was evaporated down. The residue was dissolved in DCM, filtered through Alox and washed with DCM. The filtrate was evaporated down. Starting materials: C1(=CC=CC=C1)C1(CCN(CC1)CC1C(C2=CC=C(C=C2CC1)O)=O)O (2-(4-phenyl-4-hydroxypiperidinomethyl)-6-hydroxy-1-tetralone), CO (methanol), [N+](=[N-])=C (diazomethane). Solvent: O (water). The product is C1(=CC=CC=C1)C1(CCN(CC1)CC1C(C2=CC=C(C=C2CC1)OC)=O)O (2-(4-phenyl-4-hydroxypiperidino-methyl)-6-methoxy-1-tetralone). As a reaction SMILES: [C:1]1([C:7]2([OH:26])[CH2:12][CH2:11][N:10]([CH2:13][CH:14]3[CH2:23][CH2:22][C:21]4[C:16](=[CH:17][CH:18]=[C:19]([OH:24])[CH:20]=4)[C:15]3=[O:25])[CH2:9][CH2:8]2)[CH:6]=[CH:5][CH:4]=[CH:3][CH:2]=1.CO.[N+](=[CH2:31])=[N-]>O>[C:1]1([C:7]2([OH:26])[CH2:12][CH2:11][N:10]([CH2:13][CH:14]3[CH2:23][CH2:22][C:21]4[C:16](=[CH:17][CH:18]=[C:19]([O:24][CH3:31])[CH:20]=4)[C:15]3=[O:25])[CH2:9][CH2:8]2)[CH:6]=[CH:5][CH:4]=[CH:3][CH:2]=1. Procedure: 3.51 g. of 2-(4-phenyl-4-hydroxypiperidinomethyl)-6-hydroxy-1-tetralone are dissolved in a mixture of 45 ml. of methanol and 5 ml. of water. An ethereal solution of diazomethane is added at 20° until a faint yellow coloration remains. The mixture is evaporated to give 2-(4-phenyl-4-hydroxypiperidino-methyl)-6-methoxy-1-tetralone, m.p. 163°-165°. The reactants are NC1=NC(=CC=C1[N+](=O)[O-])Cl (2-amino-6-chloro-3-nitropyridine), NCCN (1,2-diaminoethane), [OH-].[Na+] (NaOH). Run in O (water). The product is NCCNC1=NC(=C(C=C1)[N+](=O)[O-])N ((2-aminoethyl)(6-amino-5-nitro(2-pyridyl))amine). RXN SMILES: [NH2:1][C:2]1[C:7]([N+:8]([O-:10])=[O:9])=[CH:6][CH:5]=[C:4](Cl)[N:3]=1.[NH2:12][CH2:13][CH2:14][NH2:15].[OH-].[Na+]>O>[NH2:12][CH2:13][CH2:14][NH:15][C:4]1[CH:5]=[CH:6][C:7]([N+:8]([O-:10])=[O:9])=[C:2]([NH2:1])[N:3]=1 |f:2.3|. Procedure: 1 mmol of 2-amino-6-chloro-3-nitropyridine and 15 mmol of 1,2-diaminoethane were stirred at reflux for fourteen hours. The reaction mixture was concentrated in vacuo and solution of 1.5 mmol of NaOH in water was added. This solution was extracted twice with 95%/5% methylene chloride/methanol. The aqueous was then saturated with salt and extracted twice with 95%/5% acetonitrile/methanol and then finally extrated twice with 95%/5% ethylacetate/methanol. All organic fractions were combined and drie...